This data is from the Open Reaction Database (ORD), a public repository of structured organic reaction records. The task is: describe an organic reaction: reactants, conditions, products, and yield Reactants: [Br-], O=C([O-])O, N#CC1=CCCC1, CCOC(=O)c1sc(CC)c(C#N)c1-c1ccc(OS(=O)(=O)C(F)(F)F)cc1, CCOC(C)=O, Cl, [Li+], [Na+], CN(C)C=O, c1ccc(P(CCCP(c2ccccc2)c2ccccc2)c2ccccc2)cc1. Product: CCOC(=O)c1sc(CC)c(C#N)c1-c1ccc(C2CCC=C2C#N)cc1. Reaction SMILES: [Br-:59].[C:60](=[O:61])([OH:62])[O-:63].[C:65](#[N:66])[C:67]1=[CH:68][CH2:69][CH2:70][CH2:71]1.[CH2:1]([CH3:2])[O:3][C:4](=[O:5])[c:6]1[s:7][c:8]([CH2:27][CH3:28])[c:9]([C:25]#[N:26])[c:10]1-[c:11]1[cH:12][cH:13][c:14]([O:17][S:18]([C:19]([F:20])([F:21])[F:22])(=[O:23])=[O:24])[cH:15][cH:16]1.[CH3:73][CH2:74][O:75][C:76](=[O:77])[CH3:78].[ClH:72].[Li+:58].[Na+:64].[O:79]=[CH:80][N:81]([CH3:82])[CH3:83].[c:29]1([P:30]([c:31]2[cH:32][cH:33][cH:34][cH:35][cH:36]2)[CH2:37][CH2:38][CH2:39][P:40]([c:41]2[cH:42][cH:43][cH:44][cH:45][cH:46]2)[c:47]2[cH:48][cH:49][cH:50][cH:51][cH:52]2)[cH:53][cH:54][cH:55][cH:56][cH:57]1>>[CH2:1]([CH3:2])[O:3][C:4](=[O:5])[c:6]1[s:7][c:8]([CH2:27][CH3:28])[c:9]([C:25]#[N:26])[c:10]1-[c:11]1[cH:12][cH:13][c:14]([CH:71]2[C:67]([C:65]#[N:66])=[CH:68][CH2:69][CH2:70]2)[cH:15][cH:16]1.